This data is from the Open Reaction Database (ORD), a public repository of structured organic reaction records. The task is: describe an organic reaction: reactants, conditions, products, and yield Reactants: Cl (hydrochloric acid), 1-M, [OH-].[Na+] (sodium hydroxide), C(=O)(O)C1N2N(CC=C1)C(N(C2=O)CCC(=O)OC)=O (Methyl 5-carboxy-2,3,5,8-tetrahydro-1,3-dioxo-1H-1,2,4-triazolo[1,2-a]pyridazine-2-propionate). The solvent is CO (methanol). Yields the product C(=O)(O)C1N2N(CC=C1)C(N(C2=O)CCC(=O)O)=O (5-carboxy-2,3,5,8-tetrahydro-1,3-dioxo-1H-1,2,4-triazolo[1,2-a]pyridazine-2-propionic acid). RXN SMILES: [C:1]([CH:4]1[CH:9]=[CH:8][CH2:7][N:6]2[C:10](=[O:20])[N:11]([CH2:14][CH2:15][C:16]([O:18]C)=[O:17])[C:12](=[O:13])[N:5]12)([OH:3])=[O:2].[OH-].[Na+].Cl>CO>[C:1]([CH:4]1[CH:9]=[CH:8][CH2:7][N:6]2[C:10](=[O:20])[N:11]([CH2:14][CH2:15][C:16]([OH:18])=[O:17])[C:12](=[O:13])[N:5]12)([OH:3])=[O:2] |f:1.2|. Procedure: Methyl 5-carboxy-2,3,5,8-tetrahydro-1,3-dioxo-1H-1,2,4-triazolo[1,2-a]pyridazine-2-propionate was dissolved in methanol and the solution was stirred at room temperature for 2 hours with 1-M sodium hydroxide solution (1.1 mol equivalents). The mixture was acidified with concentrated hydrochloric acid and then evaporated to dryness. The residue was extracted with acetonitrile and the extracts were evaporated to give 5-carboxy-2,3,5,8-tetrahydro-1,3-dioxo-1H-1,2,4-triazolo[1,2-a]pyridazine-2-propio... Reactants: C23H22Cl2N4O2, ClC1=C(C(=O)O)C=CC(=C1)C(=O)NC(C)C1=NC2=C(N1)C=CC(=C2)Cl (rac.-2-chloro-4-{N-[1-(5-chloro-1H-benzimidazol-2-yl)ethyl]aminocarbonyl}benzoic acid), CC1NC(C=C1)C (2,5-dimethyl-2,5-dihydropyrrole), C(C)(C)N(CC)C(C)C (diisopropylethylamine), ClCl (chlorine). Run in CS(=O)C (DMSO). Product: ClC=1C=C(C(=O)NC(C)C2=NC3=C(N2)C=CC(=C3)Cl)C=CC1C(=O)N1C(C=CC1C)C (rac.-3-chloro-N-[1-(5-chloro-1H-benzimidazol-2-yl)ethyl]-4-(2,5-dimethyl-2,5-dihydropyrrol-1-ylcarbonyl)benzamide). As a reaction SMILES: [Cl:1][C:2]1[CH:10]=[C:9]([C:11]([NH:13][CH:14]([C:16]2[NH:20][C:19]3[CH:21]=[CH:22][C:23]([Cl:25])=[CH:24][C:18]=3[N:17]=2)[CH3:15])=[O:12])[CH:8]=[CH:7][C:3]=1[C:4]([OH:6])=O.[CH3:26][CH:27]1[CH:31]=[CH:30][CH:29]([CH3:32])[NH:28]1.C(N(C(C)C)CC)(C)C.ClCl>CS(C)=O>[Cl:1][C:2]1[CH:10]=[C:9]([CH:8]=[CH:7][C:3]=1[C:4]([N:28]1[CH:29]([CH3:32])[CH:30]=[CH:31][CH:27]1[CH3:26])=[O:6])[C:11]([NH:13][CH:14]([C:16]1[NH:20][C:19]2[CH:21]=[CH:22][C:23]([Cl:25])=[CH:24][C:18]=2[N:17]=1)[CH3:15])=[O:12]. Procedure details: Prepared analogously to Example 1d from rac.-2-chloro-4-{N-[1-(5-chloro-1H-benzimidazol-2-yl)ethyl]aminocarbonyl}benzoic acid, 2,5-dimethyl-2,5-dihydropyrrole, PFTU, and diisopropylethylamine in DMSO at ambient temperature. HPLC-MS results: retention time: 4.52 minutes; C23H22Cl2N4O2 (457.36); mass spectrum: (M−H)−=456/458/460 (chlorine isotope).